Dataset: the Open Reaction Database (ORD), a public repository of structured organic reaction records. Task: describe an organic reaction: reactants, conditions, products, and yield Reactants: N1C=NC=2N=C3N(C(C12)=O)CCCC3 (1,5,6,7,8,10-Hexahydropyrido[1,2-a]purin-10-one), [H-].[Na+] (sodium hydride), IC (iodomethane). Run in CN(C=O)C (dimethylformamide). Reaction conditions: time 30 minute. Yields the product CN1C=NC=2N=C3N(C(C12)=O)CCCC3 (1-Methyl-1,5,6,7,8,10-hexahydropyrido[1,2-a]purin-10-one). Yield: 54.2%. As a reaction SMILES: [NH:1]1[C:9]2[C:8](=[O:10])[N:7]3[CH2:11][CH2:12][CH2:13][CH2:14][C:6]3=[N:5][C:4]=2[N:3]=[CH:2]1.[H-].[Na+].I[CH3:18]>CN(C)C=O>[CH3:18][N:1]1[C:9]2[C:8](=[O:10])[N:7]3[CH2:11][CH2:12][CH2:13][CH2:14][C:6]3=[N:5][C:4]=2[N:3]=[CH:2]1 |f:1.2|. Reported procedure: After 1.20 g (6.32 mmol) of Compound 24 obtained in Example 24 was suspended in 20 ml of dimethylformamide, 0.265 g (6.63 mmol) of 60% sodium hydride was added to the suspension at 0° C. After 30 minutes, 0.433 ml (6.95 mmol) of iodomethane was added and the mixture was stirred at room temperature for 1.5 hours. The precipitate was collected by filtration and recrystallized from isopropanoldiisopropyl ether to afford 0.700 g (54.3%) of Compound 25 as colorless crystals. The reactants are NC[C@@H]1[C@H]2C[C@H]2CN1C(=O)C=1N=C(SC1C=1C=C(C=CC1)C)C (((1S,2S,5R)-2-Aminomethyl-3-aza-bicyclo[3.1.0]hex-3-yl)-(2-methyl-5-m-tolyl-thiazol-4-yl)-methanone), FC=1C=C2C=C(N(C2=CC1)C)C(=O)O (5-Fluoro-1-methyl-1H-indole-2-carboxylic acid). The product is CC=1SC(=C(N1)C(=O)N1[C@@H]([C@H]2C[C@H]2C1)CNC(=O)C=1N(C2=CC=C(C=C2C1)F)C)C=1C=C(C=CC1)C (5-Fluoro-1-methyl-1H-indole-2-carboxylic Acid[(1S,2S,5R)-3-(2-methyl-5-m-tolyl-thiazole-4-carbonyl)-3-aza-bicyclo[3.1.0]hex-2-ylmethyl]-amide). Reaction SMILES: [NH2:1][CH2:2][C@H:3]1[N:8]([C:9]([C:11]2[N:12]=[C:13]([CH3:23])[S:14][C:15]=2[C:16]2[CH:17]=[C:18]([CH3:22])[CH:19]=[CH:20][CH:21]=2)=[O:10])[CH2:7][C@H:6]2[C@@H:4]1[CH2:5]2.[F:24][C:25]1[CH:26]=[C:27]2[C:31](=[CH:32][CH:33]=1)[N:30]([CH3:34])[C:29]([C:35](O)=[O:36])=[CH:28]2>>[CH3:23][C:13]1[S:14][C:15]([C:16]2[CH:17]=[C:18]([CH3:22])[CH:19]=[CH:20][CH:21]=2)=[C:11]([C:9]([N:8]2[CH2:7][C@H:6]3[C@H:4]([CH2:5]3)[C@H:3]2[CH2:2][NH:1][C:35]([C:29]2[N:30]([CH3:34])[C:31]3[C:27]([CH:28]=2)=[CH:26][C:25]([F:24])=[CH:33][CH:32]=3)=[O:36])=[O:10])[N:12]=1. Procedure: prepared by reaction of ((1S,2S,5R)-2-Aminomethyl-3-aza-bicyclo[3.1.0]hex-3-yl)-(2-methyl-5-m-tolyl-thiazol-4-yl)-methanone with 5-Fluoro-1-methyl-1H-indole-2-carboxylic acid. LC-MS (basic): tR=0.98 min; [M+H]+=503.4. Starting materials: COC(=O)CBr, Cc1c(CC(N)=O)c2c(O)cccc2n1Cc1ccccc1. Yields the product COC(=O)COc1cccc2c1c(CC(N)=O)c(C)n2Cc1ccccc1. Reaction SMILES: [Br:23][CH2:24][C:25](=[O:26])[O:27][CH3:28].[OH:1][c:2]1[c:3]2[c:4]([CH2:19][C:20](=[O:21])[NH2:22])[c:5]([CH3:18])[n:6]([CH2:11][c:12]3[cH:13][cH:14][cH:15][cH:16][cH:17]3)[c:7]2[cH:8][cH:9][cH:10]1>>[O:1]([c:2]1[c:3]2[c:4]([CH2:19][C:20](=[O:21])[NH2:22])[c:5]([CH3:18])[n:6]([CH2:11][c:12]3[cH:13][cH:14][cH:15][cH:16][cH:17]3)[c:7]2[cH:8][cH:9][cH:10]1)[CH2:24][C:25](=[O:26])[O:27][CH3:28]. As a reaction SMILES: [C:1]([O:5][C:6]([N:8]1[CH2:13][CH2:12][C:11](=O)[CH2:10][CH2:9]1)=[O:7])([CH3:4])([CH3:3])[CH3:2].Cl>CO>[C:1]([O:5][C:6]([N:8]1[CH2:13][CH2:12][CH:11]([N:8]([CH3:6])[CH2:9][CH2:10][CH3:11])[CH2:10][CH2:9]1)=[O:7])([CH3:4])([CH3:3])[CH3:2]. Run at time 48 hour. Procedure: To a solution of 4-oxo-piperidine-1-carboxylic acid tert-butyl ester (100 mg, 0.5 mmol) in MeOH (5 ml) was added NaBH3 CN (32 mg, 0.5 mmol, 1 eq.). The pH of the reaction mixture was adjusted to 5.5 by addition of 5N HCl and stirred for 48 hrs at RT under an inert atmosphere. The solvent was removed under reduced pressure and the crude was taken-up in AcOEt (150 ml). The organic layer was washed with NaHCO3 (10 ml) and with brine (10 ml) and was dried over MgSO4. The solvent was removed under va... Reactants: C(C)(C)(C)OC(=O)N1CCC(CC1)=O (4-oxo-piperidine-1-carboxylic acid tert-butyl ester), NaBH3, Cl (HCl). Run in CO (MeOH). Yield: 165.4%. The product is C(C)(C)(C)OC(=O)N1CCC(CC1)N(CCC)C (4-(methyl-propyl-amino)-piperidine-1-carboxylic acid tert-butyl ester). The reactants are COc1cc(OC)c2c(CNC(=O)OC(C)(C)C)ncc(C(=O)N3CCc4ccccc4C3)c2c1, CCOC(C)=O, Cl. The product is COc1cc(OC)c2c(CN)ncc(C(=O)N3CCc4ccccc4C3)c2c1. RXN SMILES: [C:1]([O:2][C:3](=[O:4])[NH:7][CH2:8][c:9]1[n:10][cH:11][c:12]([C:23](=[O:24])[N:25]2[CH2:26][c:27]3[cH:28][cH:29][cH:30][cH:31][c:32]3[CH2:33][CH2:34]2)[c:13]2[cH:14][c:15]([O:21][CH3:22])[cH:16][c:17]([O:19][CH3:20])[c:18]12)([CH3:5])([CH3:6])[CH3:35].[CH3:37][CH2:38][O:39][C:40]([CH3:41])=[O:42].[ClH:36]>>[NH2:7][CH2:8][c:9]1[n:10][cH:11][c:12]([C:23](=[O:24])[N:25]2[CH2:26][c:27]3[cH:28][cH:29][cH:30][cH:31][c:32]3[CH2:33][CH2:34]2)[c:13]2[cH:14][c:15]([O:21][CH3:22])[cH:16][c:17]([O:19][CH3:20])[c:18]12.